This data is from the Open Reaction Database (ORD), a public repository of structured organic reaction records. The task is: describe an organic reaction: reactants, conditions, products, and yield Reactants: OO (hydrogen peroxide), BrC1C(C=CC=C1)(F)B(O)O (2-bromo-1-fluorophenylboronic acid), O (water). Solvent: COC(C)(C)C (tert-butyl methyl ether). The product is BrC=1C(=C(C=CC1)O)F (3-bromo-2-fluorophenol). Reaction SMILES: [OH:1]O.[Br:3][CH:4]1[CH:9]=[CH:8][CH:7]=[CH:6][C:5]1(B(O)O)[F:10].O>COC(C)(C)C>[Br:3][C:4]1[C:5]([F:10])=[C:6]([OH:1])[CH:7]=[CH:8][CH:9]=1. Procedure: 125 ml of a 35% strength aqueous solution of hydrogen peroxide are added dropwise at room temperature to the crude 2-bromo-1-fluorophenylboronic acid (80 g) dissolved in 300 ml of tert-butyl methyl ether; during this addition, the temperature rises to 55° C. When the addition is complete, the mixture is refluxed for a further 2 hours. After the mixture has been cooled, 100 ml of water are added, and the organic phase is extracted by shaking twice with saturated sodium sulfite solution. After the... The product is COCCCCC(O)(c1cccc(F)c1OCC1CC1)C1CCCNC1. Starting materials: COCCCCC(O)(c1cccc(F)c1OCC1CC1)C1CCCN(C(=O)OC(C)(C)C)C1, ClCCl, O=C(O)C(F)(F)F, [Na+], O=C([O-])O. Reaction SMILES: [CH:1]1([CH2:4][O:5][c:6]2[c:7]([C:13]([CH2:14][CH2:15][CH2:16][CH2:17][O:18][CH3:19])([OH:20])[CH:21]3[CH2:22][N:23]([C:27]([O:28][C:29]([CH3:30])([CH3:31])[CH3:32])=[O:33])[CH2:24][CH2:25][CH2:26]3)[cH:8][cH:9][cH:10][c:11]2[F:12])[CH2:2][CH2:3]1.[Cl:46][CH2:47][Cl:48].[F:39][C:40]([F:41])([F:42])[C:43]([OH:44])=[O:45].[Na+:38].[O-:34][C:35]([OH:36])=[O:37]>>[CH:1]1([CH2:4][O:5][c:6]2[c:7]([C:13]([CH2:14][CH2:15][CH2:16][CH2:17][O:18][CH3:19])([OH:20])[CH:21]3[CH2:22][NH:23][CH2:24][CH2:25][CH2:26]3)[cH:8][cH:9][cH:10][c:11]2[F:12])[CH2:2][CH2:3]1. The product is CC1(C)CC(=O)c2ccccc2O1. Reaction SMILES: [CH2:15]1[CH2:16][NH:17][CH2:18][CH2:19]1.[CH3:11][C:12]([CH3:13])=[O:14].[CH3:20][OH:21].[OH:1][c:2]1[c:3]([C:8]([CH3:9])=[O:10])[cH:4][cH:5][cH:6][cH:7]1>>[O:1]1[c:2]2[c:3]([cH:4][cH:5][cH:6][cH:7]2)[C:8](=[O:10])[CH2:9][C:12]1([CH3:11])[CH3:13]. Starting materials: C1CCNC1, CC(C)=O, CO, CC(=O)c1ccccc1O. As a reaction SMILES: [CH3:15][O:16][S:17]([O:18][CH3:19])(=[O:20])=[O:21].[Na+:14].[OH-:13].[OH2:22].[OH:1][CH2:2][c:3]1[cH:4][c:5]([CH3:12])[cH:6][c:7]([CH2:10][OH:11])[c:8]1[OH:9]>>[OH:1][CH2:2][c:3]1[cH:4][c:5]([CH3:12])[cH:6][c:7]([CH2:10][OH:11])[c:8]1[O:9][CH3:15]. The product is COc1c(CO)cc(C)cc1CO. The reactants are COS(=O)(=O)OC, [Na+], [OH-], O, Cc1cc(CO)c(O)c(CO)c1. Starting materials: O (Water), BrC1=C(C=C(C(=C1)C)Cl)C(C)(C)O (2-(2-bromo-5-chloro-4-methylphenyl)propan-2-ol), ClCOCC ((chloromethoxy)ethane), CCN(C(C)C)C(C)C (DIPEA). Run in C(Cl)Cl (DCM). Reaction conditions: temperature 40 celsius, time 8 hour. Product: BrC1=C(C=C(C(=C1)C)Cl)C(C)(C)OCOCC (1-bromo-4-chloro-2-(2-(ethoxymethoxy)propan-2-yl)-5-methylbenzene). Isolated yield 77.6%. RXN SMILES: [Br:1][C:2]1[CH:7]=[C:6]([CH3:8])[C:5]([Cl:9])=[CH:4][C:3]=1[C:10]([OH:13])([CH3:12])[CH3:11].Cl[CH2:15][O:16][CH2:17][CH3:18].CCN(C(C)C)C(C)C.O>C(Cl)Cl>[Br:1][C:2]1[CH:7]=[C:6]([CH3:8])[C:5]([Cl:9])=[CH:4][C:3]=1[C:10]([O:13][CH2:15][O:16][CH2:17][CH3:18])([CH3:11])[CH3:12]. Reported procedure: A mixture of 2-(2-bromo-5-chloro-4-methylphenyl)propan-2-ol (4.5 g 17.1 mmol), (chloromethoxy)ethane (3.2 g, 34.2 mmol) and DIPEA (6.6 g, 51.3 mmol) in DCM (50 mL) was stirred at 40° C. overnight under argon. Water (50 mL) was added and the mixture was extracted with DCM (2×50 mL). The combined organic layers were washed with brine, dried over Na2SO4, filtered and concentrated under reduced pressure. The residue was purified by silica gel column chromatography eluted with PE-EA (10:1) to give 1-... The reactants are C=1(C(=CC=CC1)S(=O)(=O)OC1=C(N2C(CC2C1)=O)C(=O)OCC1=CC=CC=C1)C (benzyl 3-toluenesulfonyloxy-1-azabicyclo[3.2.0]hept-2-en-7-one-2-carboxylate), C(C)(C)[N-]C(C)C.[Li+] (lithium diisopropylamide), [NH4+].[Cl-] (NH4Cl), FC(C=O)(F)F (trifluoroacetaldehyde). The solvent is C1CCOC1 (THF), C1CCOC1 (THF), CCOC(=O)C (EtOAc). Conditions: time 10 minute. The product is FC(C(O)C1C2CC(=C(N2C1=O)C(=O)OCC1=CC=CC=C1)OS(=O)(=O)C=1C(=CC=CC1)C)(F)F (BENZYL 6-(2,2,2-TRIFLUORO-1-HYDROXYETHYL)-3-TOLUENESULFONYLOXY-1-AZABICYCLO[3.2.0]HEPT-2-EN-7-ONE-2-CARBOXYLATE). RXN SMILES: [C:1]1([CH3:29])[C:2]([S:7]([O:10][C:11]2[CH2:17][CH:16]3[N:13]([C:14](=[O:18])[CH2:15]3)[C:12]=2[C:19]([O:21][CH2:22][C:23]2[CH:28]=[CH:27][CH:26]=[CH:25][CH:24]=2)=[O:20])(=[O:9])=[O:8])=[CH:3][CH:4]=[CH:5][CH:6]=1.C([N-]C(C)C)(C)C.[Li+].[F:38][C:39]([F:43])([F:42])[CH:40]=[O:41].[NH4+].[Cl-]>C1COCC1.CCOC(C)=O>[F:38][C:39]([F:43])([F:42])[CH:40]([CH:15]1[C:14](=[O:18])[N:13]2[CH:16]1[CH2:17][C:11]([O:10][S:7]([C:2]1[C:1]([CH3:29])=[CH:6][CH:5]=[CH:4][CH:3]=1)(=[O:9])=[O:8])=[C:12]2[C:19]([O:21][CH2:22][C:23]1[CH:24]=[CH:25][CH:26]=[CH:27][CH:28]=1)=[O:20])[OH:41] |f:1.2,4.5|. Procedure details: A solution of benzyl 3-toluenesulfonyloxy-1-azabicyclo[3.2.0]hept-2-en-7-one-2-carboxylate (41 mg) in anhydrous THF (0.5 ml) is added dropwise over 5 mins to a stirring solution of lithium diisopropylamide (from 15.5 μl of diisopropylamine and 70 μl of 1.6N BuLi) in anhydrous THF (1.5 ml) at -78°. The resulting solution is stirred under a N2 atm at -78° for 10 mins and then trifluoroacetaldehyde (50 mg) is added all at once. After 1 more min, saturated aqueous NH4Cl solution (1.5 ml) is added an... The reactants are C(C)(C)(C)OC(C=CCCCCN1C(SC(N1CCC(CCCCC)O)=O)=O)=O (4-(3-hydroxyoctyl)-2,5-dioxo-1,3,4-thiadiazoline-3-heptanoic acid tert-butyl ester). Solvent: FC(C(=O)O)(F)F (trifluoroacetic acid). Reaction conditions: time 1 hour. Yields the product OC(CCN1N(C(SC1=O)=O)CCCCC=CC(=O)O)CCCCC (4-(3-hydroxyoctyl)-2,5-dioxo-1,3,4-thiadiazoline-3-heptanoic acid). Isolated yield 101.4%. As a reaction SMILES: C([O:5][C:6](=[O:29])[CH:7]=[CH:8][CH2:9][CH2:10][CH2:11][CH2:12][N:13]1[N:17]([CH2:18][CH2:19][CH:20]([OH:26])[CH2:21][CH2:22][CH2:23][CH2:24][CH3:25])[C:16](=[O:27])[S:15][C:14]1=[O:28])(C)(C)C>FC(F)(F)C(O)=O>[OH:26][CH:20]([CH2:21][CH2:22][CH2:23][CH2:24][CH3:25])[CH2:19][CH2:18][N:17]1[C:16](=[O:27])[S:15][C:14](=[O:28])[N:13]1[CH2:12][CH2:11][CH2:10][CH2:9][CH:8]=[CH:7][C:6]([OH:29])=[O:5]. Reported procedure: A solution of 1.95 g (4.5 mmole) of 4-(3-hydroxyoctyl)-2,5-dioxo-1,3,4-thiadiazoline-3-heptanoic acid tert-butyl ester (6) in 10 ml of trifluoroacetic acid was kept at 0° for 1.5 hr and then evaporated at 0° under vacuum. Benzene (75 ml) was added to the residue and the solution re-evaporated. The remaining oil was stirred with 100 ml of 5% NaHCO3 for 1 hr and extracted with ether, the ether extract then being discarded. The remaining aqueous raffinate was then acidified with HCl and extracted w... The reactants are FC=1C=C(C=CC1)C(O)C1=CC=C2C=CC=NC2=C1[N+](=O)[O-] ((3-fluoro-phenyl)-(8-nitro-quinolin-7-yl)-methanol), FC=1C=C(C=CC1)C(O)C1=CC=C2C=CC=NC2=C1[N+](=O)[O-] ((3-fluoro-phenyl)-(8-nitro-quinolin-7-yl)-methanol). The reagents and catalysts are O=[Mn]=O (MnO2). Solvent: C(Cl)Cl (DCM). Run at time 18 hour. Yields the product FC=1C=C(C=CC1)C(=O)C1=CC=C2C=CC=NC2=C1[N+](=O)[O-] ((3-Fluoro-phenyl)-(8-nitro-quinolin-7-yl)-methanone). Yield: 83.6%. RXN SMILES: [F:1][C:2]1[CH:3]=[C:4]([CH:8]([C:10]2[C:19]([N+:20]([O-:22])=[O:21])=[C:18]3[C:13]([CH:14]=[CH:15][CH:16]=[N:17]3)=[CH:12][CH:11]=2)[OH:9])[CH:5]=[CH:6][CH:7]=1>C(Cl)Cl.O=[Mn]=O>[F:1][C:2]1[CH:3]=[C:4]([C:8]([C:10]2[C:19]([N+:20]([O-:22])=[O:21])=[C:18]3[C:13]([CH:14]=[CH:15][CH:16]=[N:17]3)=[CH:12][CH:11]=2)=[O:9])[CH:5]=[CH:6][CH:7]=1. Reported procedure: MnO2 powder (0.87 g, 10 mmol) was added to a solution of (3-fluoro-phenyl)-(8-nitro-quinolin-7-yl)-methanol (Intermediate 344) (0.3 g, 1.01 mmol) in DCM (20 ml) and the mixture was stirred at room temperature for 18 h. The mixture was filtered through celite and the filtrate was concentrated in vacuo to give the title compound (0.25 g, 85%) which was used in the next step without further purification. Starting materials: OC(C)(C)C1=CC(=NO1)C(=O)O (5-(2-hydroxypropan-2-yl)isoxazole-3-carboxylic acid), N[C@H](CN1N=C(C=C1)C1=CC(=C(C#N)C(=C1)F)Cl)C ((S)-4-(1-(2-aminopropyl)-1H-pyrazol-3-yl)-2-chloro-6-fluorobenzonitrile). Yields the product ClC=1C=C(C=C(C1C#N)F)C1=NN(C=C1)C[C@H](C)NC(=O)C1=NOC(=C1)C(C)(C)O ((S)—N-(1-(3-(3-chloro-4-cyano-5-fluorophenyl)-1H-pyrazol-1-yl)propan-2-yl)-5-(2-hydroxypropan-2-yl)isoxazole-3-carboxamide). The yield is 36.0%. As a reaction SMILES: [OH:1][C:2]([C:5]1[O:9][N:8]=[C:7]([C:10]([OH:12])=O)[CH:6]=1)([CH3:4])[CH3:3].[NH2:13][C@@H:14]([CH3:31])[CH2:15][N:16]1[CH:20]=[CH:19][C:18]([C:21]2[CH:28]=[C:27]([F:29])[C:24]([C:25]#[N:26])=[C:23]([Cl:30])[CH:22]=2)=[N:17]1>>[Cl:30][C:23]1[CH:22]=[C:21]([C:18]2[CH:19]=[CH:20][N:16]([CH2:15][C@@H:14]([NH:13][C:10]([C:7]3[CH:6]=[C:5]([C:2]([OH:1])([CH3:3])[CH3:4])[O:9][N:8]=3)=[O:12])[CH3:31])[N:17]=2)[CH:28]=[C:27]([F:29])[C:24]=1[C:25]#[N:26]. Procedure details: The title compound was prepared using the method of Example 34(d) starting from 5-(2-hydroxypropan-2-yl)isoxazole-3-carboxylic acid (0.096 g, 0.560 mmol) of Example 77(a) and (S)-4-(1-(2-aminopropyl)-1H-pyrazol-3-yl)-2-chloro-6-fluorobenzonitrile (0.12 g, 0.431 mmol) of Example 116(f). The product was purified by recrystallization from ethanol. Yield 36.0%. 1H-NMR (400 MHz; DMSO-d6): 1.16 (d, 3H), 1.47 (s, 6H), 4.32 (d, 2H), 4.39-4.51 (m, 1H), 5.67 (s, 1H), 6.49 (s, 1H), 7.01 (d, 1H), 7.85 (d, 1... Reactants: Br, Cc1nc2c(N)cc(N3CCOCC3)cc2n1Cc1cccc2ccccc12, O=N[O-], [Na+], [Na+], O=C([O-])O. The product is Cc1nc2c(Br)cc(N3CCOCC3)cc2n1Cc1cccc2ccccc12. Reaction SMILES: [BrH:38].[CH3:1][c:2]1[n:3][c:4]2[c:5]([n:6]1[CH2:7][c:8]1[cH:9][cH:10][cH:11][c:12]3[cH:13][cH:14][cH:15][cH:16][c:17]13)[cH:18][c:19]([N:23]1[CH2:24][CH2:25][O:26][CH2:27][CH2:28]1)[cH:20][c:21]2[NH2:22].[N:29]([O-:30])=[O:31].[Na+:32].[Na+:37].[O-:33][C:34]([OH:35])=[O:36]>>[CH3:1][c:2]1[n:3][c:4]2[c:5]([n:6]1[CH2:7][c:8]1[cH:9][cH:10][cH:11][c:12]3[cH:13][cH:14][cH:15][cH:16][c:17]13)[cH:18][c:19]([N:23]1[CH2:24][CH2:25][O:26][CH2:27][CH2:28]1)[cH:20][c:21]2[Br:38].